From a dataset of the Open Reaction Database (ORD), a public repository of structured organic reaction records. describe an organic reaction: reactants, conditions, products, and yield The reactants are C([O-])([O-])=O.[K+].[K+] (potassium carbonate), Cl (hydrochloric acid), COC1=C(OC2C(NC(NC2=O)=S)=O)C=CC=C1 (5-(o-methoxyphenoxy)-2-thioxo-dihydro-pyrimidine-4,6-dione), CI (methyl iodide). Run in CS(=O)C (DMSO), O (water). Run at time 4 hour. The product is COC1=C(OC=2C(=NC(=NC2O)SC)O)C=CC=C1 (5-(o-methoxyphenoxy)-2-methylsulfanyl-pyrimidine-4,6-diol). Isolated yield 61.9%. RXN SMILES: [CH3:1][O:2][C:3]1[CH:18]=[CH:17][CH:16]=[CH:15][C:4]=1[O:5][CH:6]1[C:11](=[O:12])[NH:10][C:9](=[S:13])[NH:8][C:7]1=[O:14].[C:19](=O)([O-])[O-].[K+].[K+].CI.Cl>CS(C)=O.O>[CH3:1][O:2][C:3]1[CH:18]=[CH:17][CH:16]=[CH:15][C:4]=1[O:5][C:6]1[C:7]([OH:14])=[N:8][C:9]([S:13][CH3:19])=[N:10][C:11]=1[OH:12] |f:1.2.3|. Reported procedure: 19.8 g 5-(o-methoxyphenoxy)-2-thioxo-dihydro-pyrimidine-4,6-dione was dissolved in 100 ml DMSO and 10.28 g potassium carbonate was added. After 30 min 4.36 ml methyl iodide was added in portions within 10 min. Stirring was continued for 4 h followed by the addition of 250 ml water. The solution was acidified with 25% hydrochloric acid. The precipitated product was filtered off, washed with diethylether and dried in vacuo to give 12.9 g 5-(o-methoxyphenoxy)-2-methylsulfanyl-pyrimidine-4,6-diol. L... Procedure details: Thionyl chloride (30 ml) was added dropwise to a solution of 5-nitro salicyclic acid (25 g) in methanol (300 ml) over 30 minutes. After stirring at room temperature for 18 hours the solvent and excess thionyl chloride was removed on a rotary evaporator. The residue was dissolved in hot toluene, filtered and cooled. A white solid methyl-2-hydroxy-5-nitro-benzoate was isolated by filtration. This material was treated with acetic anhydride (20 ml) and sulfuric acid (8 drops) at 50° C. for 1 hour. T... Yields the product COC(C1=C(C=CC(=C1)[N+](=O)[O-])O)=O (methyl-2-hydroxy-5-nitro-benzoate). Starting materials: S(=O)(Cl)Cl (Thionyl chloride), [N+](=O)([O-])C1=CC=C(C(C(=O)O)=C1)O (5-nitro salicyclic acid), CO (methanol), S(=O)(Cl)Cl (thionyl chloride). As a reaction SMILES: S(Cl)(Cl)=O.[N+:5]([C:8]1[CH:16]=[C:12]([C:13]([OH:15])=[O:14])[C:11]([OH:17])=[CH:10][CH:9]=1)([O-:7])=[O:6].[CH3:18]O>>[CH3:18][O:14][C:13](=[O:15])[C:12]1[CH:16]=[C:8]([N+:5]([O-:7])=[O:6])[CH:9]=[CH:10][C:11]=1[OH:17]. Starting materials: COC(=O)C1NC(CC1C1=C(C=C(C=C1OC)OC)OC)=O ((+)-Methyl-5-oxo-3-(2,4,6-trimethoxyphenyl)pyrrolidine-2-carboxylate), [H-].[Na+] (Sodium hydride), CI (Methyl iodide), ice, Cl (hydrochloric acid). Solvent: CN(C=O)C (N,N-dimethylformamide). Conditions: temperature 0 celsius, time 20 minute. Product: COC(=O)C1N(C(CC1C1=C(C=C(C=C1OC)OC)OC)=O)C ((+)-Methyl-1-methyl-5-oxo-3-(2,4,6 trimethoxyphenyl)pyrrolidine-2-carboxylate). Reaction SMILES: [CH3:1][O:2][C:3]([CH:5]1[CH:9]([C:10]2[C:15]([O:16][CH3:17])=[CH:14][C:13]([O:18][CH3:19])=[CH:12][C:11]=2[O:20][CH3:21])[CH2:8][C:7](=[O:22])[NH:6]1)=[O:4].[H-].[Na+].[CH3:25]I.Cl>CN(C)C=O>[CH3:1][O:2][C:3]([CH:5]1[CH:9]([C:10]2[C:11]([O:20][CH3:21])=[CH:12][C:13]([O:18][CH3:19])=[CH:14][C:15]=2[O:16][CH3:17])[CH2:8][C:7](=[O:22])[N:6]1[CH3:25])=[O:4] |f:1.2|. Procedure: (+)-Methyl-5-oxo-3-(2,4,6-trimethoxyphenyl)pyrrolidine-2-carboxylate (1.7 g, 0.0055 mol) was dissolved in N,N-dimethylformamide (15 mL) and the solution cooled to 0° C. Sodium hydride (0.134 g, 0.0056 mmol) was added in portions over a period of 10 minutes and stirred for another 20 minutes at 0° C. Methyl iodide (0.514 mL, 0.0082 mol) was added dropwise and the reaction allowed to warm to room temperature in 1 hour. The reaction mixture was poured slowly over a mixture of crushed ice (20 g) and... Starting materials: C(C)(=O)O.O=C[C@H](O)[C@@H](O)[C@@H](O)CO (L-arabinose acetate), C[O-].[Na+].CO (NaOMe MeOH). Product: NH4, O=C[C@H](O)[C@@H](O)[C@@H](O)CO (L-arabinose). RXN SMILES: C(O)(=O)C.[O:5]=[CH:6][C@@H:7]([C@H:9]([C@H:11]([CH2:13][OH:14])[OH:12])[OH:10])[OH:8].C[O-].[Na+].CO>>[O:5]=[CH:6][C@@H:7]([C@H:9]([C@H:11]([CH2:13][OH:14])[OH:12])[OH:10])[OH:8] |f:0.1,2.3.4|. Reported procedure: Yet further preferably, the isolated L-arabinose acetate is hydrolyzed with a NaOMe/MeOH solution or an aqueous NH4 solution to provide a L-arabinose fraction. The hydrolysis is preferably conducted at a temperature of from about 25° C. to about 65° C. for from about 0.1 h to about 24 h. Still further, the isolated xylan acetate is hydrolyzed with a NaOMe/MeOH solution or an aqueous NH4 solution to provide a D-xylose fraction. The hydrolysis is preferably conducted at a temperature of from about... The reactants are S([O-])(O)(=O)=O.[Na+] (sodium bisulfate), N1=CC=CC=C1 (Pyridine), FC(S(=O)(=O)OS(=O)(=O)C(F)(F)F)(F)F (trifluoromethanesulfonic anhydride), FC1=CC=C(C(=O)C2=C3C=CC(=CC3=CC=C2O)S(=O)(=O)N)C=C1 (5-(4-fluorobenzoyl)-6-hydroxy-2-naphthalenesulfonamide). Run in C(Cl)Cl (methylene chloride). Conditions: time 0.5 hour. The product is FC1=CC=C(C(=O)C2=C3C=CC(=CC3=CC=C2OS(=O)(=O)C(F)(F)F)S(=O)(=O)N)C=C1 (5-(4-fluorobenzoyl)-6-trifluoromethylsulfonyloxy-2-naphthalenesulfonamide). Isolated yield 74.6%. RXN SMILES: N1C=CC=CC=1.FC(F)(F)S([O:12][S:13]([C:16]([F:19])([F:18])[F:17])(=[O:15])=[O:14])(=O)=O.[F:22][C:23]1[CH:45]=[CH:44][C:26]([C:27]([C:29]2[C:38](O)=[CH:37][CH:36]=[C:35]3[C:30]=2[CH:31]=[CH:32][C:33]([S:40]([NH2:43])(=[O:42])=[O:41])=[CH:34]3)=[O:28])=[CH:25][CH:24]=1.S(=O)(=O)(O)[O-].[Na+]>C(Cl)Cl>[F:22][C:23]1[CH:24]=[CH:25][C:26]([C:27]([C:29]2[C:38]([O:12][S:13]([C:16]([F:17])([F:18])[F:19])(=[O:14])=[O:15])=[CH:37][CH:36]=[C:35]3[C:30]=2[CH:31]=[CH:32][C:33]([S:40]([NH2:43])(=[O:41])=[O:42])=[CH:34]3)=[O:28])=[CH:44][CH:45]=1 |f:3.4|. Reported procedure: Pyridine (4.25 ml, 52.1 mmol) and trifluoromethanesulfonic anhydride (4.4 ml, 26.1 mmol) were added to a solution of 5-(4-fluorobenzoyl)-6-hydroxy-2-naphthalenesulfonamide (3.0 g, 8.7 mmol), [prepared as described in step 1 above], in methylene chloride (50 ml) at 0° C. After 0.5 h, 1N sodium bisulfate was added and the stirring was continued for an additional 30 minutes. The organic layer was separated, washed with brine, and dried over sodium sulfate. The solvent was removed in vacuo to give 3...